This data is from the Open Reaction Database (ORD), a public repository of structured organic reaction records. The task is: describe an organic reaction: reactants, conditions, products, and yield The reactants are [H-].[Al+3].[Li+].[H-].[H-].[H-] (lithium aluminum hydride), FC1=CC=C(C=C1)C=1NC(=CC1C1=CC=NC=C1)C1CCN(CC1)C(C)=O (2-(4-fluorophenyl)-5-(N-acetylpiperidin-4-yl)-3-(4-pyridyl)pyrrole), [H-].[Al+3].[Li+].[H-].[H-].[H-] (LAH). Solvent: C1CCOC1 (THF), O1CCCC1 (tetrahydrofuran). Conditions: temperature 0 celsius. Yields the product FC1=CC=C(C=C1)C=1NC(=CC1C1=CC=NC=C1)C1CCN(CC1)CC (2-(4-fluorophenyl)-5-(N-ethylpiperidin-4-yl)-3-(4-pyridyl)pyrrole). Reaction SMILES: [F:1][C:2]1[CH:7]=[CH:6][C:5]([C:8]2[NH:9][C:10]([CH:19]3[CH2:24][CH2:23][N:22]([C:25](=O)[CH3:26])[CH2:21][CH2:20]3)=[CH:11][C:12]=2[C:13]2[CH:18]=[CH:17][N:16]=[CH:15][CH:14]=2)=[CH:4][CH:3]=1.[H-].[Al+3].[Li+].[H-].[H-].[H-]>O1CCCC1>[F:1][C:2]1[CH:7]=[CH:6][C:5]([C:8]2[NH:9][C:10]([CH:19]3[CH2:24][CH2:23][N:22]([CH2:25][CH3:26])[CH2:21][CH2:20]3)=[CH:11][C:12]=2[C:13]2[CH:18]=[CH:17][N:16]=[CH:15][CH:14]=2)=[CH:4][CH:3]=1 |f:1.2.3.4.5.6|. Procedure details: Compound A (1.0 g) in 25 ml dry methylene chloride and 10 ml of 2.5 N NaOH was cooled to 0° C. and treated with 0.25 ml of acetyl chloride dropwise. After 2 hours the solution was allowed to warm up to room temperature and stirring was continued overnight. The solution was treated with distilled water and extracted with methylene chloride. The methylene chloride layer was separated, dried over anhydrous sodium sulfate, filtered and evapotated to give 1.33 g of crude amide reaction product, which... Starting materials: ice, C(C)(C)(C)OC(=O)N1CCC(CC1)SC=1C=CC2=C(C3=NC(=CN3CCO2)C=2N(N=CN2)C(C)C)C1 (4-[2-(2-isopropyl-2H-[1,2,4]triazol-3-yl)-4,5-dihydro-6-oxa-1,3a-diazabenzo[e]azulen-9-ylsulfanyl]piperidine-1-carboxylic acid tertbutyl ester), C(=O)(C(F)(F)F)O (TFA). Solvent: C(Cl)Cl (DCM). Run at time 2 hour. Product: C(C)(C)N1N=CN=C1C1=CN2CCOC3=C(C2=N1)C=C(C=C3)SC3CCNCC3 (2-(2-Isopropyl-2H-[1,2,4]triazol-3-yl)-9-(piperidin-4-ylsulfanyl)-4,5-dihydro-6-oxa-1,3a-diazabenzo[e]azulene). The yield is 63.4%. As a reaction SMILES: C(OC([N:8]1[CH2:13][CH2:12][CH:11]([S:14][C:15]2[CH:16]=[CH:17][C:18]3[O:27][CH2:26][CH2:25][N:24]4[C:20](=[N:21][C:22]([C:28]5[N:29]([CH:33]([CH3:35])[CH3:34])[N:30]=[CH:31][N:32]=5)=[CH:23]4)[C:19]=3[CH:36]=2)[CH2:10][CH2:9]1)=O)(C)(C)C.C(O)(C(F)(F)F)=O>C(Cl)Cl>[CH:33]([N:29]1[C:28]([C:22]2[N:21]=[C:20]3[N:24]([CH2:25][CH2:26][O:27][C:18]4[CH:17]=[CH:16][C:15]([S:14][CH:11]5[CH2:12][CH2:13][NH:8][CH2:9][CH2:10]5)=[CH:36][C:19]=43)[CH:23]=2)=[N:32][CH:31]=[N:30]1)([CH3:35])[CH3:34]. Procedure details: An ice-cooled solution of 4-[2-(2-isopropyl-2H-[1,2,4]triazol-3-yl)-4,5-dihydro-6-oxa-1,3a-diazabenzo[e]azulen-9-ylsulfanyl]piperidine-1-carboxylic acid tertbutyl ester (0.722 g) in DCM (10 mL) was treated with TFA (2 mL) and stirred at RT for 2 h. Volatiles were removed under reduced pressure and the resulting residue was purified by column chromatography (C18, gradient 20-50% MeOH in 0.5% TFA/H2O) and then loaded onto an Isolute® SCX-2 cartridge. The cartridge was washed with MeOH and the prod... The reactants are ClCc1ccccc1Cl, Fc1ccc(C2CCC(N3CCNCC3)CC2)cc1. Yields the product Fc1ccc(C2CCC(N3CCN(Cc4ccccc4Cl)CC3)CC2)cc1. RXN SMILES: [Cl:20][c:21]1[c:22]([CH2:23][Cl:24])[cH:25][cH:26][cH:27][cH:28]1.[F:1][c:2]1[cH:3][cH:4][c:5]([CH:8]2[CH2:9][CH2:10][CH:11]([N:14]3[CH2:15][CH2:16][NH:17][CH2:18][CH2:19]3)[CH2:12][CH2:13]2)[cH:6][cH:7]1>>[F:1][c:2]1[cH:3][cH:4][c:5]([CH:8]2[CH2:9][CH2:10][CH:11]([N:14]3[CH2:15][CH2:16][N:17]([CH2:23][c:22]4[c:21]([Cl:20])[cH:28][cH:27][cH:26][cH:25]4)[CH2:18][CH2:19]3)[CH2:12][CH2:13]2)[cH:6][cH:7]1.